Dataset: the Open Reaction Database (ORD), a public repository of structured organic reaction records. Task: describe an organic reaction: reactants, conditions, products, and yield The reactants are OC(=O)C(F)(F)F.N1CCC=2C=NC=CC21 (2,3-dihydro-1H-pyrrolo[3,2-c]pyridine TFA salt), C(C)(C)(C)O[C@H](C(=O)OCC)C1=C(C2=C(N=C(S2)C2=CC(=NC=C2)Cl)C=C1C)C1=CC=C(C=C1)Cl ((S)-ethyl 2-tert-butoxy-2-(7-(4-chlorophenyl)-2-(2-chloropyridin-4-yl)-5-methylbenzo[d]thiazol-6-yl)acetate). Reagents/catalysts: [OH-].[K+] (KOH), [Br-].C(CCCCCCCCCCCCCCC)[N+](C)(C)C (cetyltrimethylammonium bromide), CC(C)([P](C(C)(C)C)([Pd][P](C(C)(C)C)(C(C)(C)C)C(C)(C)C)C(C)(C)C)C (bis(tri-tert-butylphosphine)palladium(0)). Solvent: C1(=CC=CC=C1)C (toluene). Conditions: temperature 105 celsius. The product is C(C)(C)(C)O[C@H](C(=O)OCC)C1=C(C2=C(N=C(S2)C2=CC(=NC=C2)N2CCC=3C=NC=CC32)C=C1C)C1=CC=C(C=C1)Cl ((S)-ethyl 2-tert-butoxy-2-(7-(4-chlorophenyl)-2-(2-(2,3-dihydro-1H-pyrrolo[3,2-c]pyridin-1-yl)pyridin-4-yl)-5-methylbenzo[d]thiazol-6-yl)acetate). Reaction SMILES: OC(C(F)(F)F)=O.[NH:8]1[C:16]2[CH:15]=[CH:14][N:13]=[CH:12][C:11]=2[CH2:10][CH2:9]1.[C:17]([O:21][C@@H:22]([C:28]1[C:43]([CH3:44])=[CH:42][C:31]2[N:32]=[C:33]([C:35]3[CH:40]=[CH:39][N:38]=[C:37](Cl)[CH:36]=3)[S:34][C:30]=2[C:29]=1[C:45]1[CH:50]=[CH:49][C:48]([Cl:51])=[CH:47][CH:46]=1)[C:23]([O:25][CH2:26][CH3:27])=[O:24])([CH3:20])([CH3:19])[CH3:18]>[Br-].C([N+](C)(C)C)CCCCCCCCCCCCCCC.[OH-].[K+].CC(C)([P](C(C)(C)C)([Pd][P](C(C)(C)C)(C(C)(C)C)C(C)(C)C)C(C)(C)C)C.C1(C)C=CC=CC=1>[C:17]([O:21][C@@H:22]([C:28]1[C:43]([CH3:44])=[CH:42][C:31]2[N:32]=[C:33]([C:35]3[CH:40]=[CH:39][N:38]=[C:37]([N:8]4[C:16]5[CH:15]=[CH:14][N:13]=[CH:12][C:11]=5[CH2:10][CH2:9]4)[CH:36]=3)[S:34][C:30]=2[C:29]=1[C:45]1[CH:46]=[CH:47][C:48]([Cl:51])=[CH:49][CH:50]=1)[C:23]([O:25][CH2:26][CH3:27])=[O:24])([CH3:18])([CH3:19])[CH3:20] |f:0.1,3.4,5.6,^1:77,83|. Procedure: In a 5 mL microwave reaction tube, 2,3-dihydro-1H-pyrrolo[3,2-c]pyridine TFA salt (excess), (S)-ethyl 2-tert-butoxy-2-(7-(4-chlorophenyl)-2-(2-chloropyridin-4-yl)-5-methylbenzo[d]thiazol-6-yl)acetate (26 mg, 0.05 mmol), bis(tri-tert-butylphosphine)palladium(0) (4 mg, 15%), cetyltrimethylammonium bromide (3 mg) were charged with 1 mL toluene, then 1 drop of 50% KOH aqueous solution was added. The reaction was heated to 105° C. for 1 hour. LC-MS of the reaction crude show desired product. The reac... Reactants: 2E, OC=1C(=CC2=C(OCO2)C1)C1C(N(C2=C1C=NC=C2)CCCCC)=O (3-(6-hydroxy-1,3-benzodioxol-5-yl)-1-pentyl-1,3-dihydro-2H-pyrrolo[3,2-c]pyridin-2-one), OC=1C(=CC2=C(OCO2)C1)C1C(N(C=2C1=NC=CC2)CCCCC)=O (3-(6-hydroxy-1,3-benzodioxol-5-yl)-1-pentyl-1,3-dihydro-2H-pyrrolo[3,2-b]pyridin-2-one). Yields the product OC=1C(=CC2=C(OCO2)C1)C1(C(N(C2=C1C=NC=C2)CCCCC)=O)CO (3-(6-hydroxy-1,3-benzodioxol-5-yl)-3-(hydroxymethyl)-1-pentyl-1,3-dihydro-2H-pyrrolo[3,2-c]pyridin-2-one). As a reaction SMILES: [OH:1][C:2]1[C:3]([CH:11]2[C:15]3[CH:16]=[N:17][CH:18]=[CH:19][C:14]=3[N:13]([CH2:20][CH2:21][CH2:22][CH2:23][CH3:24])[C:12]2=[O:25])=[CH:4][C:5]2[O:9][CH2:8][O:7][C:6]=2[CH:10]=1.[OH:26][C:27]1C(C2C3=NC=CC=C3N(CCCCC)C2=O)=CC2OCOC=2C=1>>[OH:1][C:2]1[C:3]([C:11]2([CH2:27][OH:26])[C:15]3[CH:16]=[N:17][CH:18]=[CH:19][C:14]=3[N:13]([CH2:20][CH2:21][CH2:22][CH2:23][CH3:24])[C:12]2=[O:25])=[CH:4][C:5]2[O:9][CH2:8][O:7][C:6]=2[CH:10]=1. Procedure: Following the procedure described in PREPARATION 2E, and making non-critical variations using 3-(6-hydroxy-1,3-benzodioxol-5-yl)-1-pentyl-1,3-dihydro-2H-pyrrolo[3,2-c]pyridin-2-one to replace 3-(6-hydroxy-1,3-benzodioxol-5-yl)-1-pentyl-1,3-dihydro-2H-pyrrolo[3,2-b]pyridin-2-one, the title compound was obtained: MS (ES+) m/z 371.4 (M+1). The reactants are OBO, Cc1cc(Br)c2ncccc2c1, CO, O=[N+]([O-])c1ccccc1, c1ccccc1. The product is Cc1cc(-c2cccc([N+](=O)[O-])c2)c2ncccc2c1. Reaction SMILES: [BH:13]([OH:14])[OH:15].[CH3:1][c:2]1[cH:3][c:4]2[cH:5][cH:6][cH:7][n:8][c:9]2[c:10]([Br:12])[cH:11]1.[CH3:25][OH:26].[N+:16](=[O:17])([O-:18])[c:19]1[cH:20][cH:21][cH:22][cH:23][cH:24]1.[cH:27]1[cH:28][cH:29][cH:30][cH:31][cH:32]1>>[CH3:1][c:2]1[cH:3][c:4]2[cH:5][cH:6][cH:7][n:8][c:9]2[c:10](-[c:23]2[cH:22][cH:21][cH:20][c:19]([N+:16](=[O:17])[O-:18])[cH:24]2)[cH:11]1. The reactants are Cc1cc(Br)cnc1CCCNc1ncc(Cc2cccnc2)cc1[N+](=O)[O-], CO, CCO, NN, O. Yields the product Cc1cc(Br)cnc1CCCNc1ncc(Cc2cccnc2)cc1N. RXN SMILES: [Br:4][c:5]1[cH:6][c:7]([CH3:31])[c:8]([CH2:11][CH2:12][CH2:13][NH:14][c:15]2[n:16][cH:17][c:18]([CH2:24][c:25]3[cH:26][n:27][cH:28][cH:29][cH:30]3)[cH:19][c:20]2[N+:21]([O-:22])=[O:23])[n:9][cH:10]1.[CH3:32][OH:33].[CH3:34][CH2:35][OH:36].[NH2:2][NH2:3].[OH2:1]>>[Br:4][c:5]1[cH:6][c:7]([CH3:31])[c:8]([CH2:11][CH2:12][CH2:13][NH:14][c:15]2[n:16][cH:17][c:18]([CH2:24][c:25]3[cH:26][n:27][cH:28][cH:29][cH:30]3)[cH:19][c:20]2[NH2:21])[n:9][cH:10]1. Isolated yield 99.0%. Procedure details: In substantially the same manner as in Reference Example 12, 3-[3-methoxy-4-[2-[(E)-2-phenylethenyl]-4-oxazolylmethoxy]phenyl]propanol was allowed to react with methanesulfonyl chloride to give 3-[3-methoxy-4-[2-[(E)-2-phenylethenyl]-4-oxazolylmethoxy]phenyl]propyl methanesulfonate. The yield was 99%. Recrystallization from ethyl acetate-hexane gave colorless prisms, mp 130-131° C. Reaction SMILES: [CH3:1][O:2][C:3]1[CH:4]=[C:5]([CH2:24][CH2:25][CH2:26][OH:27])[CH:6]=[CH:7][C:8]=1[O:9][CH2:10][C:11]1[N:12]=[C:13](/[CH:16]=[CH:17]/[C:18]2[CH:23]=[CH:22][CH:21]=[CH:20][CH:19]=2)[O:14][CH:15]=1.[CH3:28][S:29](Cl)(=[O:31])=[O:30]>>[CH3:28][S:29]([O:27][CH2:26][CH2:25][CH2:24][C:5]1[CH:6]=[CH:7][C:8]([O:9][CH2:10][C:11]2[N:12]=[C:13](/[CH:16]=[CH:17]/[C:18]3[CH:23]=[CH:22][CH:21]=[CH:20][CH:19]=3)[O:14][CH:15]=2)=[C:3]([O:2][CH3:1])[CH:4]=1)(=[O:31])=[O:30]. Yields the product CS(=O)(=O)OCCCC1=CC(=C(C=C1)OCC=1N=C(OC1)\C=C\C1=CC=CC=C1)OC (3-[3-methoxy-4-[2-[(E)-2-phenylethenyl]-4-oxazolylmethoxy]phenyl]propyl methanesulfonate). Starting materials: COC=1C=C(C=CC1OCC=1N=C(OC1)\C=C\C1=CC=CC=C1)CCCO (3-[3-methoxy-4-[2-[(E)-2-phenylethenyl]-4-oxazolylmethoxy]phenyl]propanol), CS(=O)(=O)Cl (methanesulfonyl chloride). Starting materials: [Br-], Cc1ccc(Br)cc1C=O, COCCC[P+](c1ccccc1)(c1ccccc1)c1ccccc1, O=C(O)C(F)(F)F. The product is COCCC=Cc1cc(Br)ccc1C. RXN SMILES: [Br-:1].[Br:26][c:27]1[cH:28][cH:29][c:30]([CH3:35])[c:31]([CH:32]=[O:33])[cH:34]1.[CH3:2][O:3][CH2:4][CH2:5][CH2:6][P+:7]([c:8]1[cH:9][cH:10][cH:11][cH:12][cH:13]1)([c:14]1[cH:15][cH:16][cH:17][cH:18][cH:19]1)[c:20]1[cH:21][cH:22][cH:23][cH:24][cH:25]1.[F:36][C:37]([F:38])([F:39])[C:40]([OH:41])=[O:42]>>[CH3:2][O:3][CH2:4][CH2:5][CH:6]=[CH:32][c:31]1[c:30]([CH3:35])[cH:29][cH:28][c:27]([Br:26])[cH:34]1. Reactants: IC (iodomethane), 1.5h, ClC=1C=NC=C(C1)Cl (3,5-Dichloropyridine), [Li+].CC(C)[N-]C(C)C (LDA), [Li]CCCC (BuLi), C(=O)(O)[O-].[Na+] (NaHCO3). The solvent is C1CCOC1 (THF), C1CCOC1 (THF), C(Cl)Cl (CH2Cl2). Conditions: time 5 minute. Yields the product ClC=1C=NC=C(C1C)Cl (3,5-Dichloro-4-methylpyridine). The yield is 53.0%. Reaction SMILES: [Cl:1][C:2]1[CH:3]=[N:4][CH:5]=[C:6]([Cl:8])[CH:7]=1.[Li+].[CH3:10]C([N-]C(C)C)C.[Li]CCCC.IC.C([O-])(O)=O.[Na+]>C1COCC1.C(Cl)Cl>[Cl:1][C:2]1[CH:3]=[N:4][CH:5]=[C:6]([Cl:8])[C:7]=1[CH3:10] |f:1.2,5.6|. Procedure details: 3,5-Dichloropyridine (2.04 g, 13.5 mmol) in THF (5 ml) was added dropwise to a solution of LDA [prepared from diisopropylamine (1.9 ml, 13.5 mmol) and n -BuLi (1.6M; 8.4 ml, 13.5 mmol)] in THF (25 ml) at -70° C. After stirring at this temperature for 5 min, iodomethane (0.85 ml, 13.5 mmol) was added and the reaction mixture stirred for a further 1.5h at -70° C. Saturated NaHCO3 (20 ml) and CH2Cl2 (20 ml) were added, the organic phase separated, dried (MgSO4), and concentrated in vacuo. The resid...